From a dataset of the Open Reaction Database (ORD), a public repository of structured organic reaction records. describe an organic reaction: reactants, conditions, products, and yield Starting materials: C(C)(C)(C)OC(=O)NC1=C(C=C(C=C1)[N+](=O)[O-])C#CC=1C=C(C=CC1)NC(OC(C)(C)C)=O (tert-butyl [3-({2-[(tert-butoxycarbonyl)amino]-5-nitrophenyl}ethynyl)phenyl]carbamate), CO (methanol), C(C)(=O)O (acetic acid). Reagents/catalysts: [Fe] (iron). Run in O (water). Reaction conditions: temperature 60 celsius. Product: NC=1C=CC(=C(C1)C#CC=1C=C(C=CC1)NC(OC(C)(C)C)=O)NC(=O)OC(C)(C)C (tert-Butyl [3-({5-amino-2-[(tert-butoxycarbonyl)amino]phenyl}ethynyl)phenyl]carbamate). Yield: 90.5%. Reaction SMILES: [C:1]([O:5][C:6]([NH:8][C:9]1[CH:14]=[CH:13][C:12]([N+:15]([O-])=O)=[CH:11][C:10]=1[C:18]#[C:19][C:20]1[CH:21]=[C:22]([NH:26][C:27](=[O:33])[O:28][C:29]([CH3:32])([CH3:31])[CH3:30])[CH:23]=[CH:24][CH:25]=1)=[O:7])([CH3:4])([CH3:3])[CH3:2].CO.C(O)(=O)C>[Fe].O>[NH2:15][C:12]1[CH:13]=[CH:14][C:9]([NH:8][C:6]([O:5][C:1]([CH3:4])([CH3:3])[CH3:2])=[O:7])=[C:10]([C:18]#[C:19][C:20]2[CH:21]=[C:22]([NH:26][C:27](=[O:33])[O:28][C:29]([CH3:32])([CH3:31])[CH3:30])[CH:23]=[CH:24][CH:25]=2)[CH:11]=1. Reported procedure: Into the reaction flask was added tert-butyl [3-({2-[(tert-butoxycarbonyl)amino]-5-nitrophenyl}ethynyl)phenyl]carbamate (2.7 g, 6.0 mmol), methanol (70 mL), acetic acid (10 mL), and water (7 mL). Then iron powder (1.8 g, 30 mmol) was added. The reaction mixture was heated at 60° C. for 3 h. After filtration, the cake was rinsed with EtOAc. The filtrate was concentrated and the residue was diluted with NaHCO3 (aq) and EtOAc. After the layers were separated, the organic layer was dried, filtered a...